Task: describe an organic reaction: reactants, conditions, products, and yield. Dataset: the Open Reaction Database (ORD), a public repository of structured organic reaction records Reactants: COc1ccc(-c2ccc3cnc(O)nn23)cn1, CN(C)C=O, CCN(C(C)C)C(C)C, Nc1ccc(C(=O)N2CCOCC2)cc1. Yields the product COc1ccc(-c2ccc3cnc(Nc4ccc(C(=O)N5CCOCC5)cc4)nn23)cn1. RXN SMILES: [CH3:1][O:2][c:3]1[cH:4][cH:5][c:6](-[c:9]2[cH:10][cH:11][c:12]3[cH:13][n:14][c:15]([OH:18])[n:16][n:17]23)[cH:7][n:8]1.[CH3:28][N:29]([CH3:30])[CH:31]=[O:32].[CH:19]([N:20]([CH2:21][CH3:22])[CH:23]([CH3:24])[CH3:25])([CH3:26])[CH3:27].[NH2:33][c:34]1[cH:35][cH:36][c:37]([C:40](=[O:41])[N:42]2[CH2:43][CH2:44][O:45][CH2:46][CH2:47]2)[cH:38][cH:39]1>>[CH3:1][O:2][c:3]1[cH:4][cH:5][c:6](-[c:9]2[cH:10][cH:11][c:12]3[cH:13][n:14][c:15]([NH:33][c:34]4[cH:35][cH:36][c:37]([C:40](=[O:41])[N:42]5[CH2:43][CH2:44][O:45][CH2:46][CH2:47]5)[cH:38][cH:39]4)[n:16][n:17]23)[cH:7][n:8]1. The reactants are (E)-4-methyl-6-(2'-tetrahydropyranyloxy)-4-hexen-1-yltriphenylphosphonium iodide, O1CCCC1 (tetrahydrofuran), CCCCCC (n-hexane), OC\C(=C/CC/C(=C/CO)/C)\CC\C=C(\CCC=C(C)C)/C ((E,Z,E)-7-Hydroxymethyl-3,11,15-trimethyl-2,6,10,14-hexadecatetraen-1-ol), ice water, O1CCCC1 (tetrahydrofuran). Solvent: C(C)(=O)O (acetic acid). Yields the product O1C(CCCC1)OCC=C(CCC=C(CCC=C(CCC=C(C)C)C)C=O)C (7-formyl-3,11,15-trimethyl-2,6,10,14-hexadecatetraen-1-ol tetrahydropyranyl ether). As a reaction SMILES: [OH:1][CH2:2]/[C:3](/[CH2:12][CH2:13]/[CH:14]=[C:15](\[CH3:22])/[CH2:16][CH2:17][CH:18]=[C:19]([CH3:21])[CH3:20])=[CH:4]\[CH2:5][CH2:6]/[C:7](/[CH3:11])=[CH:8]/[CH2:9][OH:10].[CH3:23][CH2:24][CH2:25][CH2:26][CH2:27]C.[O:29]1CCCC1>C(O)(=O)C>[O:29]1[CH2:27][CH2:26][CH2:25][CH2:24][CH:23]1[O:10][CH2:9][CH:8]=[C:7]([CH3:11])[CH2:6][CH2:5][CH:4]=[C:3]([CH:2]=[O:1])[CH2:12][CH2:13][CH:14]=[C:15]([CH3:22])[CH2:16][CH2:17][CH:18]=[C:19]([CH3:21])[CH3:20]. Procedure details: In 300 ml of anhydrous tetrahydrofuran was suspended 58.6 g of (E)-4-methyl-6-(2'-tetrahydropyranyloxy)-4-hexen-1-yltriphenylphosphonium iodide [R. Tschesche and J. Reden, Ann. 853 (1974)]. To this suspension was added dropwise the equimolar amount of a n-butyllithium-hexane solution at -20° C. in a stream of nitrogen. The mixture was stirred, and to this was further added 25.4 g of (E)-1,1-dimethoxy-6,10-dimethyl-5,9-undecadien-2-one (prepared in Referential example 1) in 50 ml of anhydrous tet... Reactants: C(C1=CC=C(C=O)C=C1)=O (Terephthalaldehyde), [H][H] (hydrogen). The reagents and catalysts are [Pd] (Pd/C). Run in C(C)O (ethanol), O (water). Product: OCC1=CC=C(C=O)C=C1 (p-hydroxymethylbenzaldehyde). Yield: 99.3%. Reaction SMILES: [CH:1](=[O:10])[C:2]1[CH:9]=[CH:8][C:5]([CH:6]=[O:7])=[CH:4][CH:3]=1.[H][H]>O.C(O)C.[Pd]>[OH:10][CH2:1][C:2]1[CH:9]=[CH:8][C:5]([CH:6]=[O:7])=[CH:4][CH:3]=1. Reported procedure: Terephthalaldehyde (25.0 g) was suspended in water (20 ml) and ethanol (80 ml). Pd/C (220 mg) was added to the suspension and then hydrogen gas (4.3 l ) was introduced. The catalyst was removed by filtration and the filtrate was concentrated to give p-hydroxymethylbenzaldehyde (25.2 g). The product was dissolved in toluene (100 ml) and 48% HBr (50 ml) and the solution was refluxed for 2 hours. The reaction mixture was poured into iced water and the mixture was extracted with ethyl acetate. The o...